Dataset: the Open Reaction Database (ORD), a public repository of structured organic reaction records. Task: describe an organic reaction: reactants, conditions, products, and yield The reactants are FC(C1=C(CN2C(=NC3=C2C=C(C=C3)O)C3=CC(=CC=C3)C)C=CC=C1)(F)F (1-(2-trifluoromethylbenzyl)-2-(3-methylphenyl)-6-hydroxybenzimidazole), CN(C)CCCCl (3-(N,N-dimethylamino)propyl chloride). The product is FC(C1=C(CN2C(=NC3=C2C=C(C=C3)OCCCN(C)C)C3=CC(=CC=C3)C)C=CC=C1)(F)F (1-(2-trifluoromethylbenzyl)-2-(3-methylphenyl)-6-[3-(N,N-dimethylamino)propoxy]benzimidazole). As a reaction SMILES: [F:1][C:2]([F:28])([F:27])[C:3]1[CH:26]=[CH:25][CH:24]=[CH:23][C:4]=1[CH2:5][N:6]1[C:10]2[CH:11]=[C:12]([OH:15])[CH:13]=[CH:14][C:9]=2[N:8]=[C:7]1[C:16]1[CH:21]=[CH:20][CH:19]=[C:18]([CH3:22])[CH:17]=1.[CH3:29][N:30]([CH2:32][CH2:33][CH2:34]Cl)[CH3:31]>>[F:28][C:2]([F:1])([F:27])[C:3]1[CH:26]=[CH:25][CH:24]=[CH:23][C:4]=1[CH2:5][N:6]1[C:10]2[CH:11]=[C:12]([O:15][CH2:34][CH2:33][CH2:32][N:30]([CH3:31])[CH3:29])[CH:13]=[CH:14][C:9]=2[N:8]=[C:7]1[C:16]1[CH:21]=[CH:20][CH:19]=[C:18]([CH3:22])[CH:17]=1. Procedure: The title compound was prepared essentially as described in Example 106 except that the compound of Example 120 was reacted with 3-(N,N-dimethylamino)propyl chloride. mp 74° C., NMR, IR, MS 468.